The task is: describe an organic reaction: reactants, conditions, products, and yield. This data is from the Open Reaction Database (ORD), a public repository of structured organic reaction records. Starting materials: C(C)C(C=C)(C(CC=C(CC)C)C)O (3-ethyl-4,7-dimethyl-1,6-nonadien-3-ol), P(Br)(Br)Br (phosphorus tribromide). Yields the product BrCC=C(C(CC=C(CC)C)C)CC (1-bromo-3-ethyl-4,7-dimethyl-2,6-nonadiene). Reaction SMILES: [CH2:1]([C:3](O)([CH:6]([CH3:13])[CH2:7][CH:8]=[C:9]([CH3:12])[CH2:10][CH3:11])[CH:4]=[CH2:5])[CH3:2].P(Br)(Br)[Br:16]>>[Br:16][CH2:2][CH:1]=[C:3]([CH2:4][CH3:5])[CH:6]([CH3:13])[CH2:7][CH:8]=[C:9]([CH3:12])[CH2:10][CH3:11]. Procedure: Following the procedure of Example 9, 3-ethyl-4,7-dimethyl-1,6-nonadien-3-ol and phosphorus tribromide are reacted to form 1-bromo-3-ethyl-4,7-dimethyl-2,6-nonadiene. Reactants: ON1C(CCC1=O)=O (N-hydroxysuccinimide), N1([C@H](C(=O)N[C@@H](CC2=CC=CC=C2)C(=O)N([C@@H](CC2=CC=CC=C2)C(=O)NCC(=O)O)C)CCC1)C(=O)OC(C)(C)C (BocPro-Phe-MePhe-GlyOH), N[C@@H](CCC(C)C)C(=O)N[C@@H](CCSC)C(=O)N.Cl (HLeu-MetNH2 hydrochloride), C1(CCCCC1)N=C=NC1CCCCC1 (dicyclohexylcarbodiimide). Product: N1([C@H](C(=O)N[C@@H](CC2=CC=CC=C2)C(=O)N([C@@H](CC2=CC=CC=C2)C(=O)NCC(=O)N[C@@H](CC(C)C)C(=O)N[C@@H](CCSC)C(=O)N)C)CCC1)C(=O)OC(C)(C)C (BocPro-Phe-MePhe-Gly-Leu-MetNH2). Isolated yield 100.0%. Reaction SMILES: [N:1]1([C:36]([O:38][C:39]([CH3:42])([CH3:41])[CH3:40])=[O:37])[CH2:35][CH2:34][CH2:33][C@H:2]1[C:3]([NH:5][C@H:6]([C:14]([N:16]([CH3:32])[C@H:17]([C:25]([NH:27][CH2:28][C:29]([OH:31])=O)=[O:26])[CH2:18][C:19]1[CH:24]=[CH:23][CH:22]=[CH:21][CH:20]=1)=[O:15])[CH2:7][C:8]1[CH:13]=[CH:12][CH:11]=[CH:10][CH:9]=1)=[O:4].[NH2:43][C@H:44]([C:50]([NH:52][C@H:53]([C:58]([NH2:60])=[O:59])[CH2:54][CH2:55][S:56][CH3:57])=[O:51])[CH2:45][CH2:46][CH:47](C)C.Cl.[CH:62]1(N=C=NC2CCCCC2)CCCCC1.ON1C(=O)CCC1=O>>[N:1]1([C:36]([O:38][C:39]([CH3:40])([CH3:41])[CH3:42])=[O:37])[CH2:35][CH2:34][CH2:33][C@H:2]1[C:3]([NH:5][C@H:6]([C:14]([N:16]([CH3:32])[C@H:17]([C:25]([NH:27][CH2:28][C:29]([NH:43][C@H:44]([C:50]([NH:52][C@H:53]([C:58]([NH2:60])=[O:59])[CH2:54][CH2:55][S:56][CH3:57])=[O:51])[CH2:45][CH:46]([CH3:47])[CH3:62])=[O:31])=[O:26])[CH2:18][C:19]1[CH:20]=[CH:21][CH:22]=[CH:23][CH:24]=1)=[O:15])[CH2:7][C:8]1[CH:9]=[CH:10][CH:11]=[CH:12][CH:13]=1)=[O:4] |f:1.2|. Procedure details: Condensation of BocPro-Phe-MePhe-GlyOH (0.76 g.) and HLeu-MetNH2 hydrochloride salt (Example 1, 0.39 g.) using dicyclohexylcarbodiimide and N-hydroxysuccinimide gave BocPro-Phe-MePhe-Gly-Leu-MetNH2 in 100% yield. De-t-butoxycarbonylation of BocPro-Phe-MePhe-Gly-Leu-MetNH2 (1.07 g.) using hydrogen chloride in acetic acid gave HPro-Phe-MePhe-Gly-Leu-MetNH2, which was isolated as the amorphous white solid phosphate (1:1) salt dihydrate in 22% yield.